From a dataset of the Open Reaction Database (ORD), a public repository of structured organic reaction records. describe an organic reaction: reactants, conditions, products, and yield Starting materials: CC(C)(C)OC(=O)NC1CCc2cc(Br)ccc2NC1=O, O=C([O-])[O-], [Cs+], [Cs+], C1COCCO1, O, OB(O)c1ccccc1. Product: CC(C)(C)OC(=O)NC1CCc2cc(-c3ccccc3)ccc2NC1=O. As a reaction SMILES: [Br:17][c:18]1[cH:19][cH:20][c:21]2[c:22]([cH:37]1)[CH2:23][CH2:24][CH:25]([NH:29][C:30]([O:31][C:32]([CH3:33])([CH3:34])[CH3:35])=[O:36])[C:26](=[O:28])[NH:27]2.[C:10](=[O:11])([O-:12])[O-:13].[Cs+:14].[Cs+:15].[O:38]1[CH2:39][CH2:40][O:41][CH2:42][CH2:43]1.[OH2:16].[OH:1][B:2]([OH:3])[c:4]1[cH:5][cH:6][cH:7][cH:8][cH:9]1>>[c:4]1(-[c:18]2[cH:19][cH:20][c:21]3[c:22]([cH:37]2)[CH2:23][CH2:24][CH:25]([NH:29][C:30]([O:31][C:32]([CH3:33])([CH3:34])[CH3:35])=[O:36])[C:26](=[O:28])[NH:27]3)[cH:5][cH:6][cH:7][cH:8][cH:9]1. The reactants are [H-].[Na+] (NaH), OC=1C=C(C=O)C=CC1 (3-hydroxybenzaldehyde), CSCCCl (2-chloroethyl methyl sulphide). The solvent is CN(C)C=O (DMF). Run at time 16 hour. Product: CSCCOC=1C=C(C=O)C=CC1 (3-(2-methylsulphanyl-ethoxy)-benzaldehyde). Reaction SMILES: [H-].[Na+].[OH:3][C:4]1[CH:5]=[C:6]([CH:9]=[CH:10][CH:11]=1)[CH:7]=[O:8].[CH3:12][S:13][CH2:14][CH2:15]Cl>CN(C=O)C>[CH3:12][S:13][CH2:14][CH2:15][O:3][C:4]1[CH:5]=[C:6]([CH:9]=[CH:10][CH:11]=1)[CH:7]=[O:8] |f:0.1|. Procedure details: NaH (1.3 g, 54 mmol) is added to a solution of 5.0 g (41 mmol) 3-hydroxybenzaldehyde in 30 ml DMF at 0° C. After stirring for 1 h 4.44 ml (45 mmol) 2-chloroethyl methyl sulphide is added. The reaction mixture is warmed to room temperature and stirring is continued for 16 h. Then the reaction mixture is poured onto water and extracted with ethyl acetate. The combined organic layers are washed with water and brine, dried over MgSO4, filtered and concentrated in vacuo. The residue is purified by fl... Starting materials: COC1=CC=C(CBr)C=C1 (4-Methoxybenzyl bromide), ClC=1C(=NC=C(C1)[N+](=O)[O-])O (3-chloro-2-hydroxy-5-nitropyridine), C(=O)([O-])[O-].[K+].[K+] (K2CO3). Run in CN(C)C=O (DMF). Reaction conditions: time 2 hour. Product: ClC=1C(N(C=C(C1)[N+](=O)[O-])CC1=CC=C(C=C1)OC)=O (3-Chloro-1-(4-methoxy-benzyl)-5-nitro-1H-pyridin-2-one). Reaction SMILES: [CH3:1][O:2][C:3]1[CH:10]=[CH:9][C:6]([CH2:7]Br)=[CH:5][CH:4]=1.[Cl:11][C:12]1[C:13]([OH:21])=[N:14][CH:15]=[C:16]([N+:18]([O-:20])=[O:19])[CH:17]=1.C([O-])([O-])=O.[K+].[K+]>CN(C=O)C>[Cl:11][C:12]1[C:13](=[O:21])[N:14]([CH2:7][C:6]2[CH:9]=[CH:10][C:3]([O:2][CH3:1])=[CH:4][CH:5]=2)[CH:15]=[C:16]([N+:18]([O-:20])=[O:19])[CH:17]=1 |f:2.3.4|. Procedure: 4-Methoxybenzyl bromide (5.0 mL, 34.4 mmol) was added to a cold (0° C.) mixture 3-chloro-2-hydroxy-5-nitropyridine (5 g, 28.6 mmol) and K2CO3 (7.9 g, 57.3 mmol) in DMF (25 mL). The reaction mixture was allowed to warm to rt, stirred for 2 h, quenched by addition of a saturated aqueous NaHCO3 solution, and extracted with EtOAc. The organic layer was washed with brine, dried (Na2SO4), filtered, and concentrated. The residue was purified by trituration in EtOAc. ESI-MS: tR=0.98 min (LC-MS 1). Starting materials: Cl.C(C1=CC=CC=C1)(=N)N (benzamidine hydrochloride), C[O-].[Na+] (sodium methoxide), C(C)(=O)C(C(=O)OC)C(C(=O)OC)CCC (dimethyl 2-acetyl-3-propylsuccinate). Solvent: CO (methanol). Run at temperature 0 celsius, time 1 minute. Yields the product CC=1N=C(NC(C1C(C(=O)O)CCC)=O)C1=CC=CC=C1 (2-(4-methyl-6-oxo-2-phenyl-1,6-dihydropyrimidin-5-yl)pentanoic acid). The yield is 119.9%. Reaction SMILES: Cl.[C:2]([NH2:10])(=[NH:9])[C:3]1[CH:8]=[CH:7][CH:6]=[CH:5][CH:4]=1.C[O-].[Na+].[C:14]([CH:17]([CH:22]([CH2:27][CH2:28][CH3:29])[C:23]([O:25]C)=[O:24])[C:18](OC)=[O:19])(=O)[CH3:15]>CO>[CH3:15][C:14]1[N:9]=[C:2]([C:3]2[CH:8]=[CH:7][CH:6]=[CH:5][CH:4]=2)[NH:10][C:18](=[O:19])[C:17]=1[CH:22]([CH2:27][CH2:28][CH3:29])[C:23]([OH:25])=[O:24] |f:0.1,2.3|. Reported procedure: To a solution of benzamidine hydrochloride (9.2 g; 50 mmol) in methanol (46 mL) was slowly added a solution of sodium methoxide (25%) (23 mL; 100 mmol) and dimethyl 2-acetyl-3-propylsuccinate (60%) (19.2 g; 50 mmol). The reaction mixture was heated at reflux for 18 h, and after cooling, the white precipitate was filtered and washed with a small volume of methanol. The solid was dried and carefully added to a cold hydrochloric 12N solution (25 mL). The suspension was stirred for one minute at 0° ... Reactants: intermediate 7, OC1=C(C=C(C=O)C=C1)[N+](=O)[O-] (4-hydroxy-3-nitrobenzaldehyde), C([C@H](O)C)(=O)OC (methyl (R)-(+)-lactate), C(CO)(=O)OCC (ethyl glycolate). The product is COC([C@H](C)OC1=C(C=C(C=C1)C=O)[N+](=O)[O-])=O ((S)-2-(4-Formyl-2-nitro-phenoxy)-propionic acid methyl ester). RXN SMILES: [OH:1][C:2]1[CH:9]=[CH:8][C:5]([CH:6]=[O:7])=[CH:4][C:3]=1[N+:10]([O-:12])=[O:11].[C:13]([O:18][CH3:19])(=[O:17])[C@@H:14]([CH3:16])O.C(OCC)(=O)CO>>[CH3:19][O:18][C:13](=[O:17])[C@@H:14]([O:1][C:2]1[CH:9]=[CH:8][C:5]([CH:6]=[O:7])=[CH:4][C:3]=1[N+:10]([O-:12])=[O:11])[CH3:16]. Procedure details: The title compound was synthesized in a manner analogous to intermediate 7 using 4-hydroxy-3-nitrobenzaldehyde and methyl (R)-(+)-lactate instead of 5-nitrovanillin and ethyl glycolate. MS: M+−87=166.1 Da. Reactants: FC=1C=CC(=C(C1)S(=O)(=O)NC=1C=CC=C2C=CC=NC12)[N+](=O)[O-] (5-fluoro-2-nitro-N-quinolin-8-yl-benzenesulfonamide), FC=1C=CC(=C(C1)S(=O)(=O)NC=1C=CC=C2C=CC=NC12)[N+](=O)[O-] (5-fluoro-2-nitro-N-quinolin-8-yl-benzenesulfonamide), Cl[Sn]Cl (SnCl2). The reagents and catalysts are Cl (HCl). The solvent is CCO (EtOH). Product: NC1=C(C=C(C=C1)F)S(=O)(=O)NC=1C=CC=C2C=CC=NC12 (2-Amino-5-fluoro-N-quinolin-8-yl-benzenesulfonamide). The yield is 111.8%. RXN SMILES: [F:1][C:2]1[CH:3]=[CH:4][C:5]([N+:22]([O-])=O)=[C:6]([S:8]([NH:11][C:12]2[CH:13]=[CH:14][CH:15]=[C:16]3[C:21]=2[N:20]=[CH:19][CH:18]=[CH:17]3)(=[O:10])=[O:9])[CH:7]=1.Cl[Sn]Cl>Cl.CCO>[NH2:22][C:5]1[CH:4]=[CH:3][C:2]([F:1])=[CH:7][C:6]=1[S:8]([NH:11][C:12]1[CH:13]=[CH:14][CH:15]=[C:16]2[C:21]=1[N:20]=[CH:19][CH:18]=[CH:17]2)(=[O:9])=[O:10]. Reported procedure: In a similar fashion using route 1 general procedure 4, 5-fluoro-2-nitro-N-quinolin-8-yl-benzenesulfonamide (Intermediate 267) (0.60 g, 1.72 mmol), SnCl2 (1.31 g, 6.91 mmol), 6N HCl (6 drops) and EtOH (7 ml) gave the title compound (610 mg) which was used in the next step without further purification. Starting materials: C(C)(C)(C)OC(CCC1=CC(=C(C(=C1)Cl)C=O)Cl)=O (3-(3,5-dichloro-4-formylphenyl)-propionic acid tert butyl ester), NC=1C=C(C(=O)NC2=NC3=CC=CC=C3C=C2)C=CC1N (3,4-diamino-N-quinolin-2-yl-benzamide), OOS(=O)[O-].[K+] (oxone), O (H2O). Run in CN(C)C=O (DMF). Run at time 1 hour. The product is C(C)(C)(C)OC(CCC1=CC(=C(C(=C1)Cl)C1=NC2=C(N1)C=C(C=C2)C(NC2=NC1=CC=CC=C1C=C2)=O)Cl)=O (3-{3,5-dichloro-4-[6-(quinolin-2-ylcarbamoyl)-1H-benzoimidazol-2-yl]-phenyl}-propionic acid tert-butyl ester). Reaction SMILES: [C:1]([O:5][C:6](=[O:19])[CH2:7][CH2:8][C:9]1[CH:14]=[C:13]([Cl:15])[C:12]([CH:16]=O)=[C:11]([Cl:18])[CH:10]=1)([CH3:4])([CH3:3])[CH3:2].[NH2:20][C:21]1[CH:22]=[C:23]([CH:37]=[CH:38][C:39]=1[NH2:40])[C:24]([NH:26][C:27]1[CH:36]=[CH:35][C:34]2[C:29](=[CH:30][CH:31]=[CH:32][CH:33]=2)[N:28]=1)=[O:25].OOS([O-])=O.[K+].O>CN(C=O)C>[C:1]([O:5][C:6](=[O:19])[CH2:7][CH2:8][C:9]1[CH:14]=[C:13]([Cl:15])[C:12]([C:16]2[NH:20][C:21]3[CH:22]=[C:23]([C:24](=[O:25])[NH:26][C:27]4[CH:36]=[CH:35][C:34]5[C:29](=[CH:30][CH:31]=[CH:32][CH:33]=5)[N:28]=4)[CH:37]=[CH:38][C:39]=3[N:40]=2)=[C:11]([Cl:18])[CH:10]=1)([CH3:4])([CH3:3])[CH3:2] |f:2.3|. Procedure details: A mixture of 3-(3,5-dichloro-4-formylphenyl)-propionic acid tert butyl ester (440 mg, 0.8 mmol), 3,4-diamino-N-quinolin-2-yl-benzamide (403 mg, 1 eq) and oxone (600 mg, 0.67 eq) in DMF (10 mL)/H2O (1 mL) was stirred vigorously open to air for 1 h. The mixture was partitioned between water and ethyl acetate. The ethyl acetate fractions were dried over magnesium sulphate and the solvent was removed under reduced pressure. The residue was purified by silica gel chromatography to give 3-{3,5-dichlor... The reactants are CN1CCN(c2ccc(OCCCc3ccc(N4CCc5cccc(C(=O)Nc6nc7ccccc7s6)c5C4)nc3C(=O)O)cc2)CC1, CN1CCC(Nc2ccc(OCCCc3ccc(N4CCc5cccc(C(=O)Nc6nc7ccccc7s6)c5C4)nc3C(=O)OC(C)(C)C)cc2)CC1. Product: CN1CCC(Nc2ccc(OCCCc3ccc(N4CCc5cccc(C(=O)Nc6nc7ccccc7s6)c5C4)nc3C(=O)O)cc2)CC1. As a reaction SMILES: [s:1]1[c:2]2[cH:3][cH:4][cH:5][cH:6][c:7]2[n:8][c:9]1[NH:10][C:11]([c:12]1[cH:13][cH:14][cH:15][c:16]2[c:17]1[CH2:18][N:19]([c:20]1[n:21][c:22]([C:23]([OH:24])=[O:25])[c:26]([CH2:27][CH2:28][CH2:29][O:30][c:31]3[cH:32][cH:33][c:34]([N:35]4[CH2:36][CH2:37][N:38]([CH3:39])[CH2:40][CH2:41]4)[cH:42][cH:43]3)[cH:44][cH:45]1)[CH2:46][CH2:47]2)=[O:48].[s:49]1[c:50]([NH:58][C:59](=[O:60])[c:61]2[cH:62][cH:63][cH:64][c:65]3[c:70]2[CH2:69][N:68]([c:71]2[cH:72][cH:73][c:74]([CH2:84][CH2:85][CH2:86][O:87][c:88]4[cH:89][cH:90][c:91]([NH:94][CH:95]5[CH2:96][CH2:97][N:98]([CH3:101])[CH2:99][CH2:100]5)[cH:92][cH:93]4)[c:75]([C:77](=[O:78])[O:79][C:80]([CH3:81])([CH3:82])[CH3:83])[n:76]2)[CH2:67][CH2:66]3)[n:51][c:52]2[c:53]1[cH:54][cH:55][cH:56][cH:57]2>>[s:49]1[c:50]([NH:58][C:59](=[O:60])[c:61]2[cH:62][cH:63][cH:64][c:65]3[c:70]2[CH2:69][N:68]([c:71]2[cH:72][cH:73][c:74]([CH2:84][CH2:85][CH2:86][O:87][c:88]4[cH:89][cH:90][c:91]([NH:94][CH:95]5[CH2:96][CH2:97][N:98]([CH3:101])[CH2:99][CH2:100]5)[cH:92][cH:93]4)[c:75]([C:77](=[O:78])[OH:79])[n:76]2)[CH2:67][CH2:66]3)[n:51][c:52]2[c:53]1[cH:54][cH:55][cH:56][cH:57]2.